This data is from the Open Reaction Database (ORD), a public repository of structured organic reaction records. The task is: describe an organic reaction: reactants, conditions, products, and yield Starting materials: ClCc1ccc(OCc2ccccc2)cc1, COC(=O)C(Cc1ccc(-c2ccccc2)cc1)NC(=O)c1cc(Br)ccc1O. Product: COC(=O)C(Cc1ccc(-c2ccccc2)cc1)NC(=O)c1cc(Br)ccc1OCc1ccc(OCc2ccccc2)cc1. Reaction SMILES: [CH2:30]([c:31]1[cH:32][cH:33][cH:34][cH:35][cH:36]1)[O:37][c:38]1[cH:39][cH:40][c:41]([CH2:42][Cl:43])[cH:44][cH:45]1.[CH3:1][O:2][C:3]([CH:4]([CH2:5][c:6]1[cH:7][cH:8][c:9](-[c:12]2[cH:13][cH:14][cH:15][cH:16][cH:17]2)[cH:10][cH:11]1)[NH:18][C:19]([c:20]1[c:21]([OH:27])[cH:22][cH:23][c:24]([Br:26])[cH:25]1)=[O:28])=[O:29]>>[CH3:1][O:2][C:3]([CH:4]([CH2:5][c:6]1[cH:7][cH:8][c:9](-[c:12]2[cH:13][cH:14][cH:15][cH:16][cH:17]2)[cH:10][cH:11]1)[NH:18][C:19]([c:20]1[c:21]([O:27][CH2:42][c:41]2[cH:40][cH:39][c:38]([O:37][CH2:30][c:31]3[cH:32][cH:33][cH:34][cH:35][cH:36]3)[cH:45][cH:44]2)[cH:22][cH:23][c:24]([Br:26])[cH:25]1)=[O:28])=[O:29]. Starting materials: FC1=C(C=C(C=C1)CNC(=O)C=1N=C2N(CC3(CCC2(CC3)N(C(C(=O)N(C)C)=O)C)COS(=O)(=O)C3=CC=C(C=C3)C)C(C1O)=O)C (N-[2-[[[(4-fluoro-3-methylphenyl)methyl]amino]carbonyl]-6,7,8,9-tetrahydro-3-hydroxy-7-[[[(4-methylphenyl)sulfonyl]oxy]methyl]-4-oxo-7,10-ethanopyrimido[1,2-a]azepin-10(4H)-yl]-N,N′,N′-trimethyl-ethanediamide), Intermediate 28, C(C)(=O)[O-].[K+] (potassium acetate), C(=O)([O-])[O-].[K+].[K+] (K2CO3), CCO (EtOH). The solvent is CN(C(C)=O)C (N,N-dimethylacetamide). Reaction conditions: temperature 145 celsius, time 3 hour. Product: FC1=C(C=C(C=C1)CNC(=O)C=1N=C2N(CC3(CCC2(CC3)N(C(C(=O)N(C)C)=O)C)CO)C(C1O)=O)C (N-[2-[[[(4-Fluoro-3-methylphenyl)methyl]amino]carbonyl]-6,7,8,9-tetrahydro-3-hydroxy-7-(hydroxymethyl)-4-oxo-7,10-ethanopyrimido[1,2-a]azepin-10(4H)-yl]-N,N′,N′-trimethyl-ethanediamide). Isolated yield 34.1%. As a reaction SMILES: [F:1][C:2]1[CH:7]=[CH:6][C:5]([CH2:8][NH:9][C:10]([C:12]2[N:13]=[C:14]3[C:20]4([N:23]([CH3:31])[C:24](=[O:30])[C:25]([N:27]([CH3:29])[CH3:28])=[O:26])[CH2:21][CH2:22][C:17]([CH2:32][O:33]S(C5C=CC(C)=CC=5)(=O)=O)([CH2:18][CH2:19]4)[CH2:16][N:15]3[C:44](=[O:47])[C:45]=2[OH:46])=[O:11])=[CH:4][C:3]=1[CH3:48].C([O-])(=O)C.[K+].C([O-])([O-])=O.[K+].[K+].CCO>CN(C)C(=O)C>[F:1][C:2]1[CH:7]=[CH:6][C:5]([CH2:8][NH:9][C:10]([C:12]2[N:13]=[C:14]3[C:20]4([N:23]([CH3:31])[C:24](=[O:30])[C:25]([N:27]([CH3:28])[CH3:29])=[O:26])[CH2:21][CH2:22][C:17]([CH2:32][OH:33])([CH2:18][CH2:19]4)[CH2:16][N:15]3[C:44](=[O:47])[C:45]=2[OH:46])=[O:11])=[CH:4][C:3]=1[CH3:48] |f:1.2,3.4.5|. Reported procedure: A 25 mL round bottom flask charged with a mixture of N-[2-[[[(4-fluoro-3-methylphenyl)methyl]amino]carbonyl]-6,7,8,9-tetrahydro-3-hydroxy-7-[[[(4-methylphenyl)sulfonyl]oxy]methyl]-4-oxo-7,10-ethanopyrimido[1,2-a]azepin-10(4H)-yl]-N,N′,N′-trimethyl-ethanediamide, Intermediate 28, (900 mg, 1.316 mmol), potassium acetate (388 mg, 3.95 mmol), K2CO3 (182 mg, 1.316 mmol), EtOH (1 ml, 17.13 mmol), N,N-dimethylacetamide (6 mL) and stirred in a pre-heated oil bath (145° C.) for 3 h. After cooling the rea... The reactants are C(=O)(OC(C)(C)C)N1[C@@H](CCC1)COC1=CC(=CC(=C1)F)F ((S)-N-BOC-2-(3.5-difluorophenoxymethyl)-pyrrolidine), C(Cl)Cl (CH2Cl2), C(=O)(C(F)(F)F)O (TFA). Yields the product Cl.FC=1C=C(OC[C@H]2NCCC2)C=C(C1)F ((S)-2-(3,5-Difluorophenoxymethyl)-pyrrolidine hydrochloride). Reaction SMILES: C([N:8]1[CH2:12][CH2:11][CH2:10][C@H:9]1[CH2:13][O:14][C:15]1[CH:20]=[C:19]([F:21])[CH:18]=[C:17]([F:22])[CH:16]=1)(OC(C)(C)C)=O.C(O)(C(F)(F)F)=O.C(Cl)[Cl:31]>>[ClH:31].[F:22][C:17]1[CH:16]=[C:15]([CH:20]=[C:19]([F:21])[CH:18]=1)[O:14][CH2:13][C@@H:9]1[CH2:10][CH2:11][CH2:12][NH:8]1 |f:3.4|. Procedure: A 0.26 g (0.83 mmol) sample of the BOC-protected compound from step 7a was dissolved in 10 mL of 1:1 CH2Cl2 :TFA and stirred at room temperature until tlc showed no starting material. The solvent and reagent were removed by evaporation. The residue was suspended in 10% aqueous HCl, which was then adjusted to pH 12 with K2CO3, and the mixture was extracted with methylene chloride. The solvent was removed, and the residue was dried, then suspended in ether. Addition of ether/HCl precipitated the t... The reactants are O=C1CCC(=O)N1Br, CCOC(=O)C1(CC2CC2)SCCCS1. The product is CCOC(=O)C(=O)CC1CC1. RXN SMILES: [Br:16][N:17]1[C:18](=[O:20])[CH2:21][CH2:22][C:23]1=[O:19].[CH:1]1([CH2:4][C:5]2([C:11](=[O:12])[O:13][CH2:14][CH3:15])[S:6][CH2:7][CH2:8][CH2:9][S:10]2)[CH2:2][CH2:3]1>>[CH:1]1([CH2:4][C:5]([C:11](=[O:12])[O:13][CH2:14][CH3:15])=[O:19])[CH2:2][CH2:3]1.